Dataset: the Open Reaction Database (ORD), a public repository of structured organic reaction records. Task: describe an organic reaction: reactants, conditions, products, and yield Starting materials: CC1=CC(=C(C(N1CC(=O)OC)=O)[N+](=O)[O-])CC1=CC=CC=C1 (methyl 6-methyl-3-nitro-2-oxo-4-(phenylmethyl)-1,2-dihydropyridine-1-acetate). The reagents and catalysts are [Pd] (palladium on carbon). Solvent: CO (methanol). Reaction conditions: time 2 hour. Product: NC=1C(N(C(=CC1CC1=CC=CC=C1)C)CC(=O)OC)=O (Methyl 3-Amino-6-methyl-2-oxo-4-(phenylmethyl)-1,2-dihydropyridine-1-acetate). RXN SMILES: [CH3:1][C:2]1[N:7]([CH2:8][C:9]([O:11][CH3:12])=[O:10])[C:6](=[O:13])[C:5]([N+:14]([O-])=O)=[C:4]([CH2:17][C:18]2[CH:23]=[CH:22][CH:21]=[CH:20][CH:19]=2)[CH:3]=1>[Pd].CO>[NH2:14][C:5]1[C:6](=[O:13])[N:7]([CH2:8][C:9]([O:11][CH3:12])=[O:10])[C:2]([CH3:1])=[CH:3][C:4]=1[CH2:17][C:18]1[CH:23]=[CH:22][CH:21]=[CH:20][CH:19]=1. Reported procedure: 10 g (31.6 mmol) of methyl 6-methyl-3-nitro-2-oxo-4-(phenylmethyl)-1,2-dihydropyridine-1-acetate are placed in a Parr flask and 150 ml of methanol are added. 1 g of 10% palladium on carbon is then introduced and the mixture is hydrogenated at 0.28 MPa (40 psi) at room temperature for 2 hours. The mixture is filtered on celite and the solvent is evaporated to dryness. Reactants: compound ( 10 ), CC(C=CC(=O)OC(C)(C)C)C (t-butyl 4-methyl-2-pentenoate), C(C=C)N([C@H](CC(=O)OC(C)(C)C)C=CC)[C@H](C1=CC=CC=C1)C ((3R,αS)-t-Butyl 3-(N-allyl-α-methylbenzylamino)-4-hexenoate), C(\C=C\C)(=O)OC(C)(C)C (t-butyl crotonate), C[C@@H](C1=CC=CC=C1)N[C@@H](CC(=O)OC(C)(C)C)C1=CC=CC=C1 ((3S,αS)-t-Butyl 3-(α-methylbenzylamino)-3-phenylpropionate), C(C=C)N([C@H](CC(=O)OC(C)(C)C)C=CC1=CC=CC=C1)[C@H](C1=CC=CC=C1)C ((3R,αS)-t-Butyl 3-(N-allyl-α-methylbenzylamino)-5-phenyl-4-pentenoate). Solvent: C(Cl)(Cl)Cl (CHCl3), C(Cl)(Cl)Cl (CHCl3). The product is C[C@@H](C1=CC=CC=C1)N[C@H](CC(=O)OC(C)(C)C)CC ((3S,αS)-t-Butyl 3-(α-methylbenzylamino)pentanoate). As a reaction SMILES: C(OC(C)(C)C)(=O)/C=C/C.[CH3:11][C@H:12]([NH:19][C@H:20]([C:29]1C=CC=C[CH:30]=1)[CH2:21][C:22]([O:24][C:25]([CH3:28])([CH3:27])[CH3:26])=[O:23])[C:13]1[CH:18]=[CH:17][CH:16]=[CH:15][CH:14]=1.C(N([C@@H](C)C1C=CC=CC=1)[C@@H](C=CC)CC(OC(C)(C)C)=O)C=C.CC(C)C=CC(OC(C)(C)C)=O.C(N([C@@H](C)C1C=CC=CC=1)[C@@H](C=CC1C=CC=CC=1)CC(OC(C)(C)C)=O)C=C>C(Cl)(Cl)Cl>[CH3:11][C@H:12]([NH:19][C@@H:20]([CH2:29][CH3:30])[CH2:21][C:22]([O:24][C:25]([CH3:28])([CH3:27])[CH3:26])=[O:23])[C:13]1[CH:18]=[CH:17][CH:16]=[CH:15][CH:14]=1. Reported procedure: The title compound (31) was prepared from compound (10) of Example 3 using the above-described procedure. [α]D21 -54.0 (c 1.81, CHCl3); νmax (CHCl3)/cm-1 1724 s (C=O); δH (300 MHz; CDCl3) 7.36-7.20 (5H, m, Ph), 3.91 (1H, q, J=6.5, PhCHCH3), 2.68 (1H, m, NCHCH2), 2.39, 2.28 (2H, ABX system, JAB =14.3, JAX =5.7, JBX =5.5, CH2CO), 1.47 (9H, s, (CH3)3C), 1.41 (2H, m, CH3CH2), 1.34 (3H, d, J=6.5, PhCHCH3), 0.85 (3H, t, J=7.3, CH3CH2); δC (50 MHz; CDCl3) 172.19 (C=O), 146.44, (Ph:Cipso), 128.53, 126.9... Reactants: COC(Cn1cc2ccc([N+](=O)[O-])cc2n1)OC, CCO, [Cl-], [NH4+], O. Product: COC(Cn1cc2ccc(N)cc2n1)OC. RXN SMILES: [CH3:1][O:2][CH:3]([CH2:4][n:5]1[n:6][c:7]2[cH:8][c:9]([N+:14]([O-:15])=[O:16])[cH:10][cH:11][c:12]2[cH:13]1)[O:17][CH3:18].[CH3:21][CH2:22][OH:23].[Cl-:19].[NH4+:20].[OH2:24]>>[CH3:1][O:2][CH:3]([CH2:4][n:5]1[n:6][c:7]2[cH:8][c:9]([NH2:14])[cH:10][cH:11][c:12]2[cH:13]1)[O:17][CH3:18]. Starting materials: CC1(C)OC(=O)c2ccc(NC(=O)OCc3ccccc3)cc2O1, CO. Product: CC1(C)OC(=O)c2ccc(N)cc2O1. As a reaction SMILES: [CH3:1][C:2]1([CH3:24])[O:3][C:4](=[O:23])[c:5]2[c:6]([cH:8][c:9]([NH:12][C:13](=[O:14])[O:15][CH2:16][c:17]3[cH:18][cH:19][cH:20][cH:21][cH:22]3)[cH:10][cH:11]2)[O:7]1.[CH3:25][OH:26]>>[CH3:1][C:2]1([CH3:24])[O:3][C:4](=[O:23])[c:5]2[c:6]([cH:8][c:9]([NH2:12])[cH:10][cH:11]2)[O:7]1. Reactants: C(C)(C)(C)OC(C(CC1=CC=C(C=C1)OCC1=CC=CC=C1)NC(C(CC(C)C)NC(=O)C(=O)N1CCCCCC1)=O)=O (2-{2-[(Azepane-1-carbonyl-carbonyl)-amino]-4-methyl-pentanoylamino}-3-(4-benzyloxy-phenyl)-propionic acid tert-butyl ester), O1CCCC1 (tetrahydrofuran). Reagents/catalysts: [Pd] (Pd/C). Yields the product C(C)(C)(C)OC(C(CC1=CC=C(C=C1)O)NC(C(CC(C)C)NC(=O)N1CCCCCC1)=O)=O (2-{2-[(Azepane-1-carbonyl)-amino]-4-methyl-pentanoylamino}-3-(4-hydroxy-phenyl)-propionic acid tert-butyl ester). The yield is 95.0%. RXN SMILES: [C:1]([O:5][C:6](=[O:43])[CH:7]([NH:23][C:24](=[O:42])[CH:25]([NH:30]C(C(N1CCCCCC1)=O)=O)[CH2:26][CH:27]([CH3:29])[CH3:28])[CH2:8][C:9]1[CH:14]=[CH:13][C:12]([O:15]CC2C=CC=CC=2)=[CH:11][CH:10]=1)([CH3:4])([CH3:3])[CH3:2].O1[CH2:48][CH2:47][CH2:46][CH2:45]1>[Pd]>[C:1]([O:5][C:6](=[O:43])[CH:7]([NH:23][C:24](=[O:42])[CH:25]([NH:30][C:24]([N:23]1[CH2:45][CH2:46][CH2:47][CH2:48][CH2:6][CH2:7]1)=[O:42])[CH2:26][CH:27]([CH3:28])[CH3:29])[CH2:8][C:9]1[CH:10]=[CH:11][C:12]([OH:15])=[CH:13][CH:14]=1)([CH3:2])([CH3:3])[CH3:4]. Reported procedure: A solution of the product from Example 1 (0.20 g, 0.35 mmol) in 16 mL of tetrahydrofuran was hydrogenated at 52 psi over 20% Pd/C for 48 hours. The reaction mixture was filtered through Celite using methanol and concentrated. The resulting foam was purified by chromatography (silica gel, 1:1 heptane/ethyl acetate). The product was isolated as a foam and dried under vacuum to give the title compound (0.16 g, 95%). Starting materials: Clc1ccc2[nH]cc(Br)c2c1, CI, [K+], [K+], O=C([O-])[O-], CN(C)C=O. The product is Cn1cc(Br)c2cc(Cl)ccc21. RXN SMILES: [Br:7][c:8]1[cH:9][nH:10][c:11]2[cH:12][cH:13][c:14]([Cl:17])[cH:15][c:16]12.[CH3:18][I:19].[K+:1].[K+:2].[O-:3][C:4]([O-:5])=[O:6].[O:20]=[CH:21][N:22]([CH3:23])[CH3:24]>>[Br:7][c:8]1[cH:9][n:10]([CH3:18])[c:11]2[cH:12][cH:13][c:14]([Cl:17])[cH:15][c:16]12. The reactants are C(#N)CCCOC=1C=C(CN(C(=O)[C@H]2CN(CC[C@@H]2C2=CC=C(C=C2)OCCOC2=C(C=C(C=C2Cl)C)Cl)C(=O)OC(C)(C)C)C2CC2)C=C(C1)CCCOC (tert-butyl (3R,4S)-3-{[[3-(3-cyanopropoxy)-5-(3-methoxy-propyl)benzyl](cyclopropyl)amino]carbonyl}-4-{4-[2-(2,6-dichloro-4-methylphen-oxy)ethoxy]-phenyl}piperidine-1-carboxylate), C(CCC)[Sn](CCCC)(CCCC)N=[N+]=[N-] (tri-n-butyltin azide). Run in CCOC(=O)C (EtOAc), O1CCOCC1 (dioxane). Run at temperature 150 celsius. Product: C1(CC1)N(C(=O)[C@H]1CN(CC[C@@H]1C1=CC=C(C=C1)OCCOC1=C(C=C(C=C1Cl)C)Cl)C(=O)OC(C)(C)C)CC1=CC(=CC(=C1)OCCCC=1N=NNN1)CCCOC (tert-Butyl (3R,4S)-3-[(cyclopropyl {3-(3-methoxypropyl)-5-[3-(2H-tetrazol-5-yl)propoxy]benzyl}amino)carbonyl]-4-{4-[2-(2,6-dichloro-4-methylphenoxy)-ethoxy]phenyl}piperidine-1-carboxylate). RXN SMILES: [C:1]([CH2:3][CH2:4][CH2:5][O:6][C:7]1[CH:8]=[C:9]([CH:49]=[C:50]([CH2:52][CH2:53][CH2:54][O:55][CH3:56])[CH:51]=1)[CH2:10][N:11]([CH:46]1[CH2:48][CH2:47]1)[C:12]([C@@H:14]1[C@@H:19]([C:20]2[CH:25]=[CH:24][C:23]([O:26][CH2:27][CH2:28][O:29][C:30]3[C:35]([Cl:36])=[CH:34][C:33]([CH3:37])=[CH:32][C:31]=3[Cl:38])=[CH:22][CH:21]=2)[CH2:18][CH2:17][N:16]([C:39]([O:41][C:42]([CH3:45])([CH3:44])[CH3:43])=[O:40])[CH2:15]1)=[O:13])#[N:2].C([Sn]([N:70]=[N+:71]=[N-:72])(CCCC)CCCC)CCC>O1CCOCC1.CCOC(C)=O>[CH:46]1([N:11]([CH2:10][C:9]2[CH:8]=[C:7]([O:6][CH2:5][CH2:4][CH2:3][C:1]3[N:70]=[N:71][NH:72][N:2]=3)[CH:51]=[C:50]([CH2:52][CH2:53][CH2:54][O:55][CH3:56])[CH:49]=2)[C:12]([C@@H:14]2[C@@H:19]([C:20]3[CH:25]=[CH:24][C:23]([O:26][CH2:27][CH2:28][O:29][C:30]4[C:35]([Cl:36])=[CH:34][C:33]([CH3:37])=[CH:32][C:31]=4[Cl:38])=[CH:22][CH:21]=3)[CH2:18][CH2:17][N:16]([C:39]([O:41][C:42]([CH3:43])([CH3:44])[CH3:45])=[O:40])[CH2:15]2)=[O:13])[CH2:48][CH2:47]1. Procedure details: To a solution of tert-butyl (3R,4S)-3-{[[3-(3-cyanopropoxy)-5-(3-methoxy-propyl)benzyl](cyclopropyl)amino]carbonyl}-4-{4-[2-(2,6-dichloro-4-methylphen-oxy)ethoxy]-phenyl}piperidine-1-carboxylate (1 eq.) from the previous step in dioxane (0.17 M) was added tri-n-butyltin azide (3 eq.). The reaction was heated to 150° C. in a sealed tube for 18 h. After cooling down to rt, the reaction was diluted with EtOAc. The organic extract was washed with saturated aqueous NH4Cl solution, brine, dried over M...